Dataset: the Open Reaction Database (ORD), a public repository of structured organic reaction records. Task: describe an organic reaction: reactants, conditions, products, and yield Reactants: Clc1ccc2nccn2n1, [H-], [Na+], CN(C)C=O, CC(C)(CO)CS(N)(=O)=O. Yields the product CC(C)(COc1ccc2nccn2n1)CS(N)(=O)=O. RXN SMILES: [Cl:13][c:14]1[cH:15][cH:16][c:17]2[n:18]([n:19]1)[cH:20][cH:21][n:22]2.[H-:11].[Na+:12].[O:23]=[CH:24][N:25]([CH3:26])[CH3:27].[OH:1][CH2:2][C:3]([CH2:4][S:5](=[O:6])(=[O:7])[NH2:8])([CH3:9])[CH3:10]>>[O:1]([CH2:2][C:3]([CH2:4][S:5](=[O:6])(=[O:7])[NH2:8])([CH3:9])[CH3:10])[c:14]1[cH:15][cH:16][c:17]2[n:18]([n:19]1)[cH:20][cH:21][n:22]2. The reactants are ClCl (chlorine), C29H29ClN4O3, CC=1C=C(C(=O)O)C=CC1C(=O)N1CCCC1 (3-methyl-4-(pyrrolidin-1-ylcarbonyl)benzoic acid), CN(C)C(=[N+](C)C)ON1C2=C(C=CC=C2)N=N1.[B-](F)(F)(F)F (TBTU), C(C)(C)N(CC)C(C)C (diisopropylethylamine), C(C1=CC=CC=C1)OC[C@@H](C1=NC2=C(N1)C=CC(=C2)Cl)N ((1R)-2-benzyloxy-1-(5-chloro-1H-benzimidazol-2-yl)ethylamine). The solvent is ClCCl.C(C)O (dichloromethane ethanol), O1CCCC1 (tetrahydrofuran). Product: C(C1=CC=CC=C1)OC[C@@H](C1=NC2=C(N1)C=CC(=C2)Cl)NC(C2=CC(=C(C=C2)C(=O)N2CCCC2)C)=O (N-[(1R)-2-benzyloxy-1-(5-chloro-1H-benzimidazol-2-yl)ethyl]-3-methyl-4-(pyrrolidin-1-ylcarbonyl)benzamide). Isolated yield 71.0%. Reaction SMILES: [CH3:1][C:2]1[CH:3]=[C:4]([CH:8]=[CH:9][C:10]=1[C:11]([N:13]1[CH2:17][CH2:16][CH2:15][CH2:14]1)=[O:12])[C:5]([OH:7])=O.CN(C(ON1N=NC2C=CC=CC1=2)=[N+](C)C)C.[B-](F)(F)(F)F.C(N(C(C)C)CC)(C)C.[CH2:49]([O:56][CH2:57][C@H:58]([NH2:69])[C:59]1[NH:63][C:62]2[CH:64]=[CH:65][C:66]([Cl:68])=[CH:67][C:61]=2[N:60]=1)[C:50]1[CH:55]=[CH:54][CH:53]=[CH:52][CH:51]=1.ClCl>O1CCCC1.ClCCl.C(O)C>[CH2:49]([O:56][CH2:57][C@H:58]([NH:69][C:5](=[O:7])[C:4]1[CH:8]=[CH:9][C:10]([C:11]([N:13]2[CH2:17][CH2:16][CH2:15][CH2:14]2)=[O:12])=[C:2]([CH3:1])[CH:3]=1)[C:59]1[NH:63][C:62]2[CH:64]=[CH:65][C:66]([Cl:68])=[CH:67][C:61]=2[N:60]=1)[C:50]1[CH:51]=[CH:52][CH:53]=[CH:54][CH:55]=1 |f:1.2,7.8|. Reported procedure: Prepared analogously to Example 1g from 3-methyl-4-(pyrrolidin-1-ylcarbonyl)benzoic acid, TBTU, diisopropylethylamine, and (1R)-2-benzyloxy-1-(5-chloro-1H-benzimidazol-2-yl)ethylamine in tetrahydrofuran. Yield: 71%; Rf value: 0.63 (silica gel: dichloromethane/ethanol=9:1); C29H29ClN4O3 (517.03); mass spectrum: (M+H)+=517/519 (chlorine isotope). Starting materials: COC=1C=C(C=CC1OC)C1=C(C=CC2=CC(=CC=C12)Cl)C(=O)O (1-(3,4-dimethoxyphenyl)-6-chloro-2-naphthoic acid), S(=O)(Cl)Cl (thionyl chloride), N1CCOCC1 (morpholine). Solvent: C1(=CC=CC=C1)C (toluene), C1(=CC=CC=C1)C (toluene). Run at time 5 hour. Product: COC=1C=C(C=CC1OC)C1=C(C=CC2=CC(=CC=C12)Cl)C(=O)N1CCOCC1 (1-(3,4-dimethoxyphenyl)-6-chloro-2-naphthoic acid morpholide). RXN SMILES: [CH3:1][O:2][C:3]1[CH:4]=[C:5]([C:11]2[C:20]3[C:15](=[CH:16][C:17]([Cl:21])=[CH:18][CH:19]=3)[CH:14]=[CH:13][C:12]=2[C:22](O)=[O:23])[CH:6]=[CH:7][C:8]=1[O:9][CH3:10].S(Cl)(Cl)=O.[NH:29]1[CH2:34][CH2:33][O:32][CH2:31][CH2:30]1>C1(C)C=CC=CC=1>[CH3:1][O:2][C:3]1[CH:4]=[C:5]([C:11]2[C:20]3[C:15](=[CH:16][C:17]([Cl:21])=[CH:18][CH:19]=3)[CH:14]=[CH:13][C:12]=2[C:22]([N:29]2[CH2:34][CH2:33][O:32][CH2:31][CH2:30]2)=[O:23])[CH:6]=[CH:7][C:8]=1[O:9][CH3:10]. Procedure details: 6.9 g of 1-(3,4-dimethoxyphenyl)-6-chloro-2-naphthoic acid are introduced into 50 ml of toluene, and 2.4 g of thionyl chloride are added thereto. The reaction mixture is heated to boiling point and then stirred for 5 hours under reflux. Then, at ~50°, 4.0 g of morpholine are added dropwise, and the mixture is again heated to boiling point and stirred for a further 3 hours under reflux. After cooling to room temperature, the reaction mixture is diluted with 100 ml of toluene, and the organic phas... Reactants: FC(C=1C=C(C=CC1)N1C(NC(C=C1)=O)=O)(F)F (1-(3-trifluoromethylphenyl)pyrimidin-2,4(1H,3H)-dione), [Si](C1=CC=CC=C1)(C1=CC=CC=C1)(C(C)(C)C)OC[C@@H](C)O ((R)-1-(tert-butyldiphenylsilyloxy)propane-2-ol), C1(=CC=CC=C1)P(C1=CC=CC=C1)C1=CC=CC=C1 (triphenylphosphine), N(=NC(=O)OCC)C(=O)OCC (diethyl azodicarboxylate). Run in O (water), O1CCCC1 (tetrahydrofuran). Yields the product [Si](C1=CC=CC=C1)(C1=CC=CC=C1)(C(C)(C)C)OC[C@@H](C)N1C(N(C=CC1=O)C1=CC(=CC=C1)C(F)(F)F)=O ((R)-3-[1-(tert-butyldiphenylsilyloxy)propane-2-yl]-1-(3-trifluoromethylphenyl)pyrimidin-2,4(1H,3H)-dione). The yield is 60.7%. As a reaction SMILES: [F:1][C:2]([F:18])([F:17])[C:3]1[CH:4]=[C:5]([N:9]2[CH:14]=[CH:13][C:12](=[O:15])[NH:11][C:10]2=[O:16])[CH:6]=[CH:7][CH:8]=1.[Si:19]([O:36][CH2:37][C@H:38](O)[CH3:39])([C:32]([CH3:35])([CH3:34])[CH3:33])([C:26]1[CH:31]=[CH:30][CH:29]=[CH:28][CH:27]=1)[C:20]1[CH:25]=[CH:24][CH:23]=[CH:22][CH:21]=1.C1(P(C2C=CC=CC=2)C2C=CC=CC=2)C=CC=CC=1.N(C(OCC)=O)=NC(OCC)=O>O1CCCC1.O>[Si:19]([O:36][CH2:37][C@H:38]([N:11]1[C:12](=[O:15])[CH:13]=[CH:14][N:9]([C:5]2[CH:6]=[CH:7][CH:8]=[C:3]([C:2]([F:1])([F:17])[F:18])[CH:4]=2)[C:10]1=[O:16])[CH3:39])([C:32]([CH3:33])([CH3:34])[CH3:35])([C:26]1[CH:27]=[CH:28][CH:29]=[CH:30][CH:31]=1)[C:20]1[CH:25]=[CH:24][CH:23]=[CH:22][CH:21]=1. Reported procedure: To a solution of 1-(3-trifluoromethylphenyl)pyrimidin-2,4(1H,3H)-dione (prepared in Reference Example 98 or 99) (740.0 mg) in tetrahydrofuran (10.0 ml) was added (R)-1-(tert-butyldiphenylsilyloxy)propane-2-ol (1.82 g), triphenylphosphine (1.5 g) and diethyl azodicarboxylate (2.7 ml:2.2 M toluene solution) and the resulting mixture was stirred at room temperature for twelve hours. To the reaction mixture was added water (50 ml), and the resulting mixture was extracted with ethyl acetate (30 ml×2)... The reagents and catalysts are ClCCl (dichloromethane). Starting materials: resultant mixture, ice, C(NN)(=O)OC(C)(C)C (tert-butyl carbazate), IC=1C=C(C(=O)O)C=CC1 (3-iodobenzoic acid), C(C(=O)Cl)(=O)Cl (oxalyl chloride), FC(C(=O)O)(F)F (Trifluoroacetic acid). Yields the product IC=1C=C(C(=O)NN)C=CC1 (3-iodobenzhydrazide). The solvent is hexanes, O1CCCC1 (THF), C(C)N(CC)CC (triethylamine), CN(C=O)C (N,N-dimethylformamide), ClCCl (dichloromethane), O1CCCC1 (tetrahydrofuran). As a reaction SMILES: [I:1][C:2]1[CH:3]=[C:4]([CH:8]=[CH:9][CH:10]=1)[C:5](O)=[O:6].C(Cl)(=O)C(Cl)=O.C(OC(C)(C)C)(=O)[NH:18][NH2:19].FC(F)(F)C(O)=O>ClCCl.O1CCCC1.C(N(CC)CC)C.CN(C)C=O>[I:1][C:2]1[CH:3]=[C:4]([CH:8]=[CH:9][CH:10]=1)[C:5]([NH:18][NH2:19])=[O:6]. Conditions: time 2.5 hour. Procedure: A suspension of 3-iodobenzoic acid (1.24 g, 5.0 mmol) in 15 mL of dichloromethane containing one drop of N,N-dimethylformamide was treated dropwise with oxalyl chloride (0.70 mL, 7.5 mmol). After stirring for 2.5 h at room temperature, the solution was concentrated under reduced pressure to afford a pale orange oil, which was dissolved in 10 mL of dry tetrahydrofuran (THF) and added dropwise to an ice-cold suspension of tert-butyl carbazate (793 mg, 6.0 mmol) and triethylamine (1.10 mL) in 15 mL... Reactants: O1C=C(C=C1)C1=C(N=C(S1)N)C1=CC=CC=C1 (5-furan-3-yl-4-phenyl-thiazol-2-ylamine), C1(CC1)C(=O)Cl (cyclopropanecarbonyl chloride). The solvent is N1=CC=CC=C1 (pyridine). Run at time 8 hour. The product is O1C=C(C=C1)C1=C(N=C(S1)NC(=O)C1CC1)C1=CC=CC=C1 (Cyclopr-opanecarboxylic acid (5-furan-3-yl-4-phenyl-thiazol-2-yl)-amide). Reaction SMILES: [O:1]1[CH:5]=[CH:4][C:3]([C:6]2[S:10][C:9]([NH2:11])=[N:8][C:7]=2[C:12]2[CH:17]=[CH:16][CH:15]=[CH:14][CH:13]=2)=[CH:2]1.[CH:18]1([C:21](Cl)=[O:22])[CH2:20][CH2:19]1>N1C=CC=CC=1>[O:1]1[CH:5]=[CH:4][C:3]([C:6]2[S:10][C:9]([NH:11][C:21]([CH:18]3[CH2:20][CH2:19]3)=[O:22])=[N:8][C:7]=2[C:12]2[CH:17]=[CH:16][CH:15]=[CH:14][CH:13]=2)=[CH:2]1. Reported procedure: 100 μL of a 0.3M stock solution of 5-furan-3-yl-4-phenyl-thiazol-2-ylamine and 120 μL of a 0.3M stock solution of pyridine were mixed with 120 μL of a 0.3M stock solution of cyclopropanecarbonyl chloride. The reaction mixture was shaken overnight at ambient temperature. Purification was performed by preparative LC-MS.